This data is from the Open Reaction Database (ORD), a public repository of structured organic reaction records. The task is: describe an organic reaction: reactants, conditions, products, and yield Starting materials: C(C)OP(OCC)(=O)CCN1C=2C(C(C2NCC(C1)O)=O)=O ([2-(4-hydroxy-8,9-dioxo-2,6-diazabicyclo[5.2.0]non-1(7)-en-2-yl)ethyl]phosphonic acid diethyl ester), Br[Si](C)(C)C (bromotrimethylsilane). The solvent is O (water), ClCCCl (1,2-dichloroethane). Yields the product OC1CN(C=2C(C(C2NC1)=O)=O)CCP(O)(O)=O ([2-(4-hydroxy-8,9-dioxo-2,6-diazabicyclo[5.2.0]non-1(7)-en-2-yl)ethyl]phosphonic acid), hydrate. Yield: 86.0%. As a reaction SMILES: C([O:3][P:4]([CH2:9][CH2:10][N:11]1[CH2:19][CH:18]([OH:20])[CH2:17][NH:16][C:15]2[C:14](=[O:21])[C:13](=[O:22])[C:12]1=2)(=[O:8])[O:5]CC)C.Br[Si](C)(C)C>ClCCCl.O>[OH:20][CH:18]1[CH2:17][NH:16][C:15]2[C:14](=[O:21])[C:13](=[O:22])[C:12]=2[N:11]([CH2:10][CH2:9][P:4](=[O:3])([OH:5])[OH:8])[CH2:19]1. Reported procedure: To a solution of [2-(4-hydroxy-8,9-dioxo-2,6-diazabicyclo[5.2.0]non-1(7)-en-2-yl)ethyl]phosphonic acid diethyl ester (2.5 g, 7.5 mmol) in dry 1,2-dichloroethane (100 mL) under nitrogen, was added bromotrimethylsilane (9.2 mL, 60 mmol). The reaction mixture was refluxed for 20 min and then concentrated in vacuo to yield a yellow-orange foam, which was dissolved in water (100 mL). The water was washed with ether (3×100 mL) and then concentrated in vacuo to yield a solid which was recrystallized fr... Starting materials: Cl, O=C(O)c1ccccc1[N+](=O)[O-], O=C(O)c1cc(N2CCCC2)c(Oc2ccccc2)c([N+](=O)[O-])c1, [Na+], [Na+], [Na+], [OH-], O, O=S([O-])S(=O)[O-]. Yields the product Cl, Nc1ccccc1C(=O)O. As a reaction SMILES: [ClH:45].[N+:1]([O-:2])(=[O:3])[c:4]1[c:5]([C:6](=[O:7])[OH:8])[cH:9][cH:10][cH:11][cH:12]1.[N:13]1([c:14]2[cH:15][c:16]([C:30]([OH:31])=[O:32])[cH:17][c:18]([N+:19]([O-:20])=[O:21])[c:22]2[O:23][c:24]2[cH:25][cH:26][cH:27][cH:28][cH:29]2)[CH2:33][CH2:34][CH2:35][CH2:36]1.[Na+:43].[Na+:44].[Na+:47].[OH-:46].[OH2:48].[S:37]([S:38]([O-:39])=[O:40])([O-:41])=[O:42]>>[ClH:45].[NH2:1][c:4]1[c:5]([C:6](=[O:7])[OH:8])[cH:9][cH:10][cH:11][cH:12]1. The reactants are O=C(Cn1ccc(OCc2ccccc2)cc1=O)c1cc2c(s1)CCN(Cc1ccccc1Cl)C2, CC(Cl)OC(=O)Cl, ClCCl. Product: O=C(Cn1ccc(OCc2ccccc2)cc1=O)c1cc2c(s1)CCNC2. RXN SMILES: [CH2:1]([c:2]1[cH:3][cH:4][cH:5][cH:6][cH:7]1)[O:8][c:9]1[cH:10][c:11](=[O:35])[n:12]([CH2:15][C:16](=[O:17])[c:18]2[cH:19][c:20]3[c:25]([s:26]2)[CH2:24][CH2:23][N:22]([CH2:27][c:28]2[cH:29][cH:30][cH:31][cH:32][c:33]2[Cl:34])[CH2:21]3)[cH:13][cH:14]1.[Cl:36][CH:37]([O:38][C:39]([Cl:40])=[O:41])[CH3:42].[Cl:43][CH2:44][Cl:45]>>[CH2:1]([c:2]1[cH:3][cH:4][cH:5][cH:6][cH:7]1)[O:8][c:9]1[cH:10][c:11](=[O:35])[n:12]([CH2:15][C:16](=[O:17])[c:18]2[cH:19][c:20]3[c:25]([s:26]2)[CH2:24][CH2:23][NH:22][CH2:21]3)[cH:13][cH:14]1. As a reaction SMILES: [C:1]([O:5][C:6](=[O:36])[NH:7][C:8]1([C:12]2[CH:17]=[CH:16][C:15]([C:18]3[C:27](=[O:28])[C:26]4[C:21](=[CH:22][CH:23]=[C:24](F)[CH:25]=4)[O:20][C:19]=3[C:30]3[CH:35]=[CH:34][CH:33]=[CH:32][CH:31]=3)=[CH:14][CH:13]=2)[CH2:11][CH2:10][CH2:9]1)([CH3:4])([CH3:3])[CH3:2].IC1C(=O)C2C=[C:48]3[C:43]([O:44]CC[O:47]3)=CC=2OC=1C1C=CC=CC=1>>[C:1]([O:5][C:6](=[O:36])[NH:7][C:8]1([C:12]2[CH:17]=[CH:16][C:15]([C:18]3[C:27](=[O:28])[C:26]4[CH:25]=[C:24]5[C:23]([O:44][CH2:43][CH2:48][O:47]5)=[CH:22][C:21]=4[O:20][C:19]=3[C:30]3[CH:35]=[CH:34][CH:33]=[CH:32][CH:31]=3)=[CH:14][CH:13]=2)[CH2:11][CH2:10][CH2:9]1)([CH3:4])([CH3:3])[CH3:2]. Procedure details: Following the procedure used to prepare {1-[4-(6-fluoro-4-oxo-2-phenyl-4H-chromen-3-yl)-phenyl]-cyclobutyl}-carbamic acid tert-butyl ester, 7-iodo-6-phenyl-2,3-dihydro-1,4,5-trioxa-anthracen-8-one (91 mg, 0.225 mmol) was reacted to give the title compound (65 mg, 55%). 1H NMR (400 MHz, CDCl3): δ 7.72 (s, 1H), 7.43-7.14 (m, 9H), 7.00 (s, 1H), 5.03 (s, 1H), 4.43-4.30 (m, 4H), 2.64-2.43 (m, 4H), 2.14-1.98 (m, 1H), 1.91-1.63 (m, 1H), 1.50-1.14 (m, 9H). Reactants: C(C)(C)(C)OC(NC1(CCC1)C1=CC=C(C=C1)C1=C(OC2=CC=C(C=C2C1=O)F)C1=CC=CC=C1)=O ({1-[4-(6-fluoro-4-oxo-2-phenyl-4H-chromen-3-yl)-phenyl]-cyclobutyl}-carbamic acid tert-butyl ester), IC1=C(OC=2C=C3OCCOC3=CC2C1=O)C1=CC=CC=C1 (7-iodo-6-phenyl-2,3-dihydro-1,4,5-trioxa-anthracen-8-one). Product: C(C)(C)(C)OC(NC1(CCC1)C1=CC=C(C=C1)C1=C(OC=2C=C3OCCOC3=CC2C1=O)C1=CC=CC=C1)=O ({1-[4-(8-Oxo-6-phenyl-2,3-dihydro-8H-1,4,5-trioxa-anthracen-7-yl)-phenyl]-cyclobutyl}-carbamic acid tert-butyl ester). The yield is 55.0%. The reactants are CCOC(=O)CCCBr, O=C([O-])[O-], CN(C)C=O, CCOC(C)=O, Cl, [K+], [K+], O=C(c1cccc([N+](=O)[O-])c1)c1c[nH]c2ccccc12. Product: CCOC(=O)CCCn1cc(C(=O)c2cccc([N+](=O)[O-])c2)c2ccccc21. RXN SMILES: [Br:21][CH2:22][CH2:23][CH2:24][C:25](=[O:26])[O:27][CH2:28][CH3:29].[C:30](=[O:31])([O-:32])[O-:33].[CH3:37][N:38]([CH3:39])[CH:40]=[O:41].[CH3:42][CH2:43][O:44][C:45](=[O:46])[CH3:47].[ClH:36].[K+:34].[K+:35].[N+:1](=[O:2])([O-:3])[c:4]1[cH:5][c:6]([C:7](=[O:8])[c:9]2[cH:10][nH:11][c:12]3[cH:13][cH:14][cH:15][cH:16][c:17]23)[cH:18][cH:19][cH:20]1>>[N+:1](=[O:2])([O-:3])[c:4]1[cH:5][c:6]([C:7](=[O:8])[c:9]2[cH:10][n:11]([CH2:22][CH2:23][CH2:24][C:25](=[O:26])[O:27][CH2:28][CH3:29])[c:12]3[cH:13][cH:14][cH:15][cH:16][c:17]23)[cH:18][cH:19][cH:20]1. Reactants: BrC1=CC=C(C=C1)[C@H](C)N1C(O[C@](CC1)(C1=CC=CC=C1)CCC(=O)N)=O (3-((R)-3-((S)-1-(4-bromophenyl)ethyl)-2-oxo-6-phenyl-1,3-oxazinan-6-yl)propanamide), N1=C(C=CC=C1)B(O)O (pyridine-2-boronic acid). Yields the product O=C1O[C@](CCN1[C@@H](C)C1=CC=C(C=C1)C1=NC=CC=C1)(C1=CC=CC=C1)CCC(=O)N (3-((R)-2-oxo-6-phenyl-3-((S)-1-(4-(pyridin-2-yl)phenyl)ethyl)-1,3-oxazinan-6-yl)propanamide). As a reaction SMILES: Br[C:2]1[CH:7]=[CH:6][C:5]([C@@H:8]([N:10]2[CH2:15][CH2:14][C@:13]([CH2:22][CH2:23][C:24]([NH2:26])=[O:25])([C:16]3[CH:21]=[CH:20][CH:19]=[CH:18][CH:17]=3)[O:12][C:11]2=[O:27])[CH3:9])=[CH:4][CH:3]=1.[N:28]1[CH:33]=[CH:32][CH:31]=[CH:30][C:29]=1B(O)O>>[O:27]=[C:11]1[N:10]([C@H:8]([C:5]2[CH:6]=[CH:7][C:2]([C:29]3[CH:30]=[CH:31][CH:32]=[CH:33][N:28]=3)=[CH:3][CH:4]=2)[CH3:9])[CH2:15][CH2:14][C@:13]([CH2:22][CH2:23][C:24]([NH2:26])=[O:25])([C:16]2[CH:21]=[CH:20][CH:19]=[CH:18][CH:17]=2)[O:12]1. Reported procedure: The title compound was prepared from 3-((R)-3-((S)-1-(4-bromophenyl)ethyl)-2-oxo-6-phenyl-1,3-oxazinan-6-yl)propanamide and pyridine-2-boronic acid following procedures analogous to those described in Example 1 Step 2. LC-MS Method 2 tR=0.932 min, m/z=430.1; 1H NMR (CDCl3) 1.52 (d, 3H), 1.90 (m, 1H), 2.13 (m, 1H), 2.21 (m, 4H), 2.45 (m, 1H), 2.82 (m, 1H), 5.15 (s, 1H), 5.35 (s, 1H), 5.65 (m, 1H), 6.98 (d, 2H), 7.13-7.32 (m, 6H), 7.56 (m, 1H), 7.65 (m, 3H), 8.57 (d, 1H). The reactants are COC(=O)c1ccc(Br)c(C)c1, O=C([O-])[O-], Cc1cscc1B(O)O, Cc1ccccc1, [K+], [K+], O, c1ccc(P(c2ccccc2)(c2ccccc2)[Pd](P(c2ccccc2)(c2ccccc2)c2ccccc2)(P(c2ccccc2)(c2ccccc2)c2ccccc2)P(c2ccccc2)(c2ccccc2)c2ccccc2)cc1. Product: COC(=O)c1ccc(-c2cscc2C)c(C)c1. As a reaction SMILES: [Br:1][c:2]1[c:3]([CH3:12])[cH:4][c:5]([C:6](=[O:7])[O:8][CH3:9])[cH:10][cH:11]1.[C:22](=[O:23])([O-:24])[O-:25].[CH3:13][c:14]1[c:15]([B:19]([OH:20])[OH:21])[cH:16][s:17][cH:18]1.[CH3:28][c:29]1[cH:30][cH:31][cH:32][cH:33][cH:34]1.[K+:26].[K+:27].[OH2:35].[cH:36]1[cH:37][cH:38][c:39]([P:40]([Pd:41]([P:42]([c:43]2[cH:44][cH:45][cH:46][cH:47][cH:48]2)([c:49]2[cH:50][cH:51][cH:52][cH:53][cH:54]2)[c:55]2[cH:56][cH:57][cH:58][cH:59][cH:60]2)([P:61]([c:62]2[cH:63][cH:64][cH:65][cH:66][cH:67]2)([c:68]2[cH:69][cH:70][cH:71][cH:72][cH:73]2)[c:74]2[cH:75][cH:76][cH:77][cH:78][cH:79]2)[P:80]([c:81]2[cH:82][cH:83][cH:84][cH:85][cH:86]2)([c:87]2[cH:88][cH:89][cH:90][cH:91][cH:92]2)[c:93]2[cH:94][cH:95][cH:96][cH:97][cH:98]2)([c:99]2[cH:100][cH:101][cH:102][cH:103][cH:104]2)[c:105]2[cH:106][cH:107][cH:108][cH:109][cH:110]2)[cH:111][cH:112]1>>[c:2]1(-[c:15]2[c:14]([CH3:13])[cH:18][s:17][cH:16]2)[c:3]([CH3:12])[cH:4][c:5]([C:6](=[O:7])[O:8][CH3:9])[cH:10][cH:11]1.